This data is from the Open Reaction Database (ORD), a public repository of structured organic reaction records. The task is: describe an organic reaction: reactants, conditions, products, and yield Starting materials: CN1C=CC2=C(C=CC=C12)Cl (N-methyl 4-chloro indole), OCC1=CC=C(C=O)O1 (5-hydroxy methyl furfural). Yields the product ClC1=C2C(=CN(C2=CC=C1)C)C(C=1OC(=CC1)CO)C1=CN(C2=CC=CC(=C12)Cl)C (Bis(4-chloro-1-methylindol-3-yl)-(5-hydroxymethyl-2-furyl)methane). RXN SMILES: [CH3:1][N:2]1[C:10]2[C:5](=[C:6]([Cl:11])[CH:7]=[CH:8][CH:9]=2)[CH:4]=[CH:3]1.O[CH2:13][C:14]1[O:20][C:17]([CH:18]=[O:19])=[CH:16][CH:15]=1>>[Cl:11][C:6]1[CH:7]=[CH:8][CH:9]=[C:10]2[C:5]=1[C:4]([CH:13]([C:4]1[C:5]3[C:10](=[CH:9][CH:8]=[CH:7][C:6]=3[Cl:11])[N:2]([CH3:1])[CH:3]=1)[C:14]1[O:20][C:17]([CH2:18][OH:19])=[CH:16][CH:15]=1)=[CH:3][N:2]2[CH3:1]. Procedure details: The compound Bis(4-chloro-1-methylindol-3-yl)-(5-hydroxymethyl-2-furyl)methane was prepared following procedure A, starting from N-methyl 4-chloro indole and 5-hydroxy methyl furfural. LC: Tr 2.73 min, MS: 439 (M+H)+ Starting materials: C(#N)C=1C=C(CCOCCC(=O)N(CC(OC)OC)C2CCCCC2)C=CC1 (3-(3-cyanophenethoxy)-N-cyclohexyl-N-(2,2-dimethoxyethyl)propanamide), C([O-])([O-])=O.[K+].[K+] (potassium carbonate), Cl.NO (hydroxylamine hydrochloride), C(C)O (ethanol). Solvent: O (water), O (water). Reaction conditions: temperature 90 celsius, time 3 day. Product: C1(CCCCC1)N(C(CCOCCC1=CC(=CC=C1)C(NO)=N)=O)CC(OC)OC (N-Cyclohexyl-N-(2,2-dimethoxyethyl)-3-(3-(N-hydroxycarbamimidoyl)phenethoxy)propanamide). As a reaction SMILES: [C:1]([C:3]1[CH:4]=[C:5]([CH:26]=[CH:27][CH:28]=1)[CH2:6][CH2:7][O:8][CH2:9][CH2:10][C:11]([N:13]([CH:20]1[CH2:25][CH2:24][CH2:23][CH2:22][CH2:21]1)[CH2:14][CH:15]([O:18][CH3:19])[O:16][CH3:17])=[O:12])#[N:2].C(=O)([O-])[O-].[K+].[K+].Cl.[NH2:36][OH:37].C(O)C>O>[CH:20]1([N:13]([CH2:14][CH:15]([O:18][CH3:19])[O:16][CH3:17])[C:11](=[O:12])[CH2:10][CH2:9][O:8][CH2:7][CH2:6][C:5]2[CH:26]=[CH:27][CH:28]=[C:3]([C:1](=[NH:2])[NH:36][OH:37])[CH:4]=2)[CH2:25][CH2:24][CH2:23][CH2:22][CH2:21]1 |f:1.2.3,4.5|. Procedure details: To 3-(3-cyanophenethoxy)-N-cyclohexyl-N-(2,2-dimethoxyethyl)propanamide [Example 10, Step i)] (1.5 g) within a 35 mL microwave vial was added potassium carbonate (0.80 g), hydroxylamine hydrochloride (0.402 g), water (2.5 mL) and ethanol (10 mL). The vial was sealed and stirred for 3 days before being heated at 90° C. for a total of 3 h. The reaction was diluted with water, extracted twice with ethyl acetate, which was pooled and washed twice with water, twice with brine, dried over sodium sulph... Reactants: ClC1=NC2=CC=CC=C2C(=C1)Cl (2,4-dichloroquinoline), Cl.O1CCNCC2=C1C=CC=C2 (2,3,4,5-tetrahydro-1,4-benzoxazepine hydrochloride), C(C)(C)N(CC)C(C)C (diisopropylethylamine), CN1C(CCC1)=O (N-methyl-2-pyrrolidone). Solvent: [Cl-].[Na+].O (brine). Reaction conditions: temperature 100 celsius, time 8 hour. Yields the product ClC1=CC(=NC2=CC=CC=C12)N1CCOC2=C(C1)C=CC=C2 (4-(4-Chloroquinolin-2-yl)-2,3,4,5-tetrahydro-1,4-benzoxazepine). Isolated yield 382.9%. Reaction SMILES: Cl[C:2]1[CH:11]=[C:10]([Cl:12])[C:9]2[C:4](=[CH:5][CH:6]=[CH:7][CH:8]=2)[N:3]=1.Cl.[O:14]1[C:20]2[CH:21]=[CH:22][CH:23]=[CH:24][C:19]=2[CH2:18][NH:17][CH2:16][CH2:15]1.C(N(C(C)C)CC)(C)C.CN1CCCC1=O>[Cl-].[Na+].O>[Cl:12][C:10]1[C:9]2[C:4](=[CH:5][CH:6]=[CH:7][CH:8]=2)[N:3]=[C:2]([N:17]2[CH2:18][C:19]3[CH:24]=[CH:23][CH:22]=[CH:21][C:20]=3[O:14][CH2:15][CH2:16]2)[CH:11]=1 |f:1.2,5.6.7|. Procedure: The mixture of 2,4-dichloroquinoline (198 mg, 0.1 mmol), 2,3,4,5-tetrahydro-1,4-benzoxazepine hydrochloride (186 mg, 0.1 mmol), diisopropylethylamine (0.4 mL) and 5 mL of N-methyl-2-pyrrolidone was heated with stirring at 100° C. overnight. The mixture was cooled to room temperature, diluted with brine, and extracted with ethyl acetate (30 mL×3). The organic layers were combined and washed with brine. The solvent was dried over sodium sulfate and removed under reduced pressure to give a residue ... The reactants are TEA, ClC1=NC=CC(=N1)Cl (2,4-dichloropyrimidine), C(#C)C=1C=CC(=C(C1)NC(C(F)(F)F)=O)F (N-(5-ethynyl-2-fluorophenyl)-2,2,2-trifluoroacetamide). Reagents/catalysts: Cl[Pd]([P](C1=CC=CC=C1)(C2=CC=CC=C2)C3=CC=CC=C3)([P](C4=CC=CC=C4)(C5=CC=CC=C5)C6=CC=CC=C6)Cl (dichlorobis(triphenylphosphine)-palladium(II)), [Cu]I (copper(I) iodide). Solvent: C1CCOC1 (THF), C1CCOC1 (THF). Conditions: temperature 60 celsius, time 8 hour. The product is ClC1=NC=CC(=N1)C#CC=1C=CC(=C(C1)NC(C(F)(F)F)=O)F (N-{5-[(2-chloro-4-pyrimidinyl)ethynyl]-2-fluorophenyl}-2,2,2-trifluoroacetamide). Yield: 78.7%. As a reaction SMILES: [Cl:1][C:2]1[N:7]=[C:6](Cl)[CH:5]=[CH:4][N:3]=1.[C:9]([C:11]1[CH:12]=[CH:13][C:14]([F:24])=[C:15]([NH:17][C:18](=[O:23])[C:19]([F:22])([F:21])[F:20])[CH:16]=1)#[CH:10]>C1COCC1.Cl[Pd](Cl)([P](C1C=CC=CC=1)(C1C=CC=CC=1)C1C=CC=CC=1)[P](C1C=CC=CC=1)(C1C=CC=CC=1)C1C=CC=CC=1.[Cu]I>[Cl:1][C:2]1[N:7]=[C:6]([C:10]#[C:9][C:11]2[CH:12]=[CH:13][C:14]([F:24])=[C:15]([NH:17][C:18](=[O:23])[C:19]([F:20])([F:21])[F:22])[CH:16]=2)[CH:5]=[CH:4][N:3]=1 |^1:32,51|. Procedure details: To an oven-dried flask under N2 was added 2,4-dichloropyrimidine (5.1 g, 34 mmol), anhydrous degassed THF (250 mL), dichlorobis(triphenylphosphine)-palladium(II) (595 mg, 0.85 mmol), copper(I) iodide (97 mg, 0.5 mmol), and TEA (9.5 mL, 68 mmol), and the resulting suspension was heated to 60° C. A solution of N-(5-ethynyl-2-fluorophenyl)-2,2,2-trifluoroacetamide (3.9 g, 17 mmol) in THF (100 mL) was added dropwise, and the resulting mixture stirred overnight at 60° C. After 16 h, the crude reactio... Reactants: O=C([O-])[O-], C1CCOC1, CCOCC, Nc1ccc(C(=O)O)cc1, [Na+], [Na+], [Na+], [OH-], O, O=C(Cl)COS(=O)(=O)c1ccc(-c2ccccc2)cc1. Yields the product O=C(COS(=O)(=O)c1ccc(-c2ccccc2)cc1)Nc1ccc(C(=O)O)cc1. RXN SMILES: [C:13](=[O:14])([O-:15])[O-:16].[CH2:40]1[O:41][CH2:42][CH2:43][CH2:44]1.[CH3:45][CH2:46][O:47][CH2:48][CH3:49].[NH2:1][c:2]1[cH:3][cH:4][c:5]([C:6](=[O:7])[OH:8])[cH:9][cH:10]1.[Na+:12].[Na+:17].[Na+:18].[OH-:11].[OH2:39].[c:19]1(-[c:33]2[cH:34][cH:35][cH:36][cH:37][cH:38]2)[cH:20][cH:21][c:22]([S:25](=[O:26])(=[O:27])[O:28][CH2:29][C:30](=[O:31])[Cl:32])[cH:23][cH:24]1>>[NH:1]([c:2]1[cH:3][cH:4][c:5]([C:6](=[O:7])[OH:8])[cH:9][cH:10]1)[C:30]([CH2:29][O:28][S:25]([c:22]1[cH:21][cH:20][c:19](-[c:33]2[cH:34][cH:35][cH:36][cH:37][cH:38]2)[cH:24][cH:23]1)(=[O:26])=[O:27])=[O:31]. Reactants: COC(C=1C(C(=O)OC)=C(C=CC1)NC1=CC=CC=C1)=O (3-phenylaminophthalic acid dimethyl ester), [OH-].[Na+] (NaOH). The solvent is C(C)O (ethanol). Yields the product C1(=CC=CC=C1)NC1=C(C(C(=O)O)=CC=C1)C(=O)O (3-Phenylaminophthalic Acid). The yield is 96.3%. As a reaction SMILES: C[O:2][C:3](=[O:21])[C:4]1[C:5](=[C:10]([NH:14][C:15]2[CH:20]=[CH:19][CH:18]=[CH:17][CH:16]=2)[CH:11]=[CH:12][CH:13]=1)[C:6]([O:8]C)=[O:7].[OH-].[Na+]>C(O)C>[C:15]1([NH:14][C:10]2[CH:11]=[CH:12][CH:13]=[C:4]([C:3]([OH:21])=[O:2])[C:5]=2[C:6]([OH:8])=[O:7])[CH:16]=[CH:17][CH:18]=[CH:19][CH:20]=1 |f:1.2|. Procedure details: A mixture of 3-phenylaminophthalic acid dimethyl ester (0.60 g, 2.1 mmol) and 3N NaOH (50 mL) in ethanol (100 mL) was heated to reflux for 2.5 hours. The mixture was cooled, and the solvent was removed under vacuum. The residue was dissolved in water (100 mL), washed with ethyl acetate (3×75 mL), acidified (HCl) and extracted with ethyl acetate (3×75 mL). The combined organic extracts were washed with water (3×75 mL), dried (MgSO4), and evaporated, providing 0.52 g of the product in 97% yield: 1...